Dataset: the Open Reaction Database (ORD), a public repository of structured organic reaction records. Task: describe an organic reaction: reactants, conditions, products, and yield Starting materials: [Cl-].[Al+3].[Cl-].[Cl-] (aluminum chloride), COC1=CC=CC2=C1CCCC(N2)=O (6-methoxy-2,3,4,5-tetrahydro-1H-1-benzazepin-2-one), ice water. Run in CN(C)C=O (DMF). Reaction conditions: time 10 minute. Yields the product OC1=CC=CC2=C1CCCC(N2)=O (6-hydroxy-2,3,4,5-tetrahydro-1H-1-benzazepin-2-one). The yield is 50.8%. As a reaction SMILES: [Cl-].[Al+3].[Cl-].[Cl-].C[O:6][C:7]1[C:12]2[CH2:13][CH2:14][CH2:15][C:16](=[O:18])[NH:17][C:11]=2[CH:10]=[CH:9][CH:8]=1>CN(C=O)C>[OH:6][C:7]1[C:12]2[CH2:13][CH2:14][CH2:15][C:16](=[O:18])[NH:17][C:11]=2[CH:10]=[CH:9][CH:8]=1 |f:0.1.2.3|. Reported procedure: 10 ml of DMF are added to 65 g of anhydrous aluminum chloride with vigorous stirring, and cooling if necessary. 13.5 g (0.07 mole) of 6-methoxy-2,3,4,5-tetrahydro-1H-1-benzazepin-2-one are introduced in portions into the resulting melt, and the contents of the flask are then heated to 110°-140° C., left at this temperature for 10 minutes, and thereafter stirred for a further 30 minutes without additional heating. The contents of the flask are then poured into ice water, the sand-colored precipit... Starting materials: CC(C)C[Al+]CC(C)C, Cc1ccccc1, COc1ccc2c(c1)CCC1C2CCC2(C)C(=C(F)F)C=CC12, [H-], O=S(=O)(O)O. Product: CC12CCC3c4ccc(O)cc4CCC3C1C=CC2=C(F)F. Reaction SMILES: [CH2:25]([Al+:26][CH2:27][CH:28]([CH3:29])[CH3:30])[CH:31]([CH3:32])[CH3:33].[CH3:39][c:40]1[cH:41][cH:42][cH:43][cH:44][cH:45]1.[F:1][C:2](=[C:3]1[C:4]2([CH3:5])[CH:6]([CH:7]=[CH:8]1)[CH:9]1[CH2:10][CH2:11][c:12]3[cH:13][c:14]([O:21][CH3:22])[cH:15][cH:16][c:17]3[CH:18]1[CH2:19][CH2:20]2)[F:23].[H-:24].[S:34](=[O:35])(=[O:36])([OH:37])[OH:38]>>[F:1][C:2](=[C:3]1[C:4]2([CH3:5])[CH:6]([CH:7]=[CH:8]1)[CH:9]1[CH2:10][CH2:11][c:12]3[cH:13][c:14]([OH:21])[cH:15][cH:16][c:17]3[CH:18]1[CH2:19][CH2:20]2)[F:23]. Starting materials: C1(=CC=CC=C1)C (toluene), C(C)(C)(C)OC(=O)N1CCN(CC1)C1=NC=C(C=C1C)Br (4-(5-bromo-3-methylpyridin-2-yl)piperazine-1-carboxylic acid tert-butyl ester), P(=O)([O-])([O-])[O-].[K+].[K+].[K+] (tripotassium phosphate), C1(CCC1)B(O)O (cyclobutylboronic acid). The reagents and catalysts are C1CCC(CC1)P(C2CCCCC2)C3CCCCC3.C1CCC(CC1)P(C2CCCCC2)C3CCCCC3.[Cl-].[Cl-].[Pd+2] (bis(tricyclohexylphosphine)palladium (II) dichloride). Run in O (water). Product: C(C)(C)(C)OC(=O)N1CCN(CC1)C1=NC=C(C=C1C)C1CCC1 (4-(5-cyclobutyl-3-methylpyridin-2-yl)piperazine-1-carboxylic acid tert-butyl ester). The yield is 12.5%. RXN SMILES: [C:1]([O:5][C:6]([N:8]1[CH2:13][CH2:12][N:11]([C:14]2[C:19]([CH3:20])=[CH:18][C:17](Br)=[CH:16][N:15]=2)[CH2:10][CH2:9]1)=[O:7])([CH3:4])([CH3:3])[CH3:2].P([O-])([O-])([O-])=O.[K+].[K+].[K+].[CH:30]1(B(O)O)[CH2:33][CH2:32][CH2:31]1.C1(C)C=CC=CC=1>C1CCC(P(C2CCCCC2)C2CCCCC2)CC1.C1CCC(P(C2CCCCC2)C2CCCCC2)CC1.[Cl-].[Cl-].[Pd+2].O>[C:1]([O:5][C:6]([N:8]1[CH2:13][CH2:12][N:11]([C:14]2[C:19]([CH3:20])=[CH:18][C:17]([CH:30]3[CH2:33][CH2:32][CH2:31]3)=[CH:16][N:15]=2)[CH2:10][CH2:9]1)=[O:7])([CH3:4])([CH3:3])[CH3:2] |f:1.2.3.4,7.8.9.10.11|. Procedure details: To a mixture of 4-(5-bromo-3-methylpyridin-2-yl)piperazine-1-carboxylic acid tert-butyl ester (4.8 g), bis(tricyclohexylphosphine)palladium (II) dichloride (515 mg), tripotassium phosphate (16 g) and cyclobutylboronic acid (2.6 g) were added toluene (39 mL) and water (2 mL), and the mixture was refluxed for 8 hr. After cooling, the mixture was extracted with ethyl acetate, washed with saturated brine, and the solvent was evaporated. The residue was purified by column chromatography (hexane:ethyl... Reactants: COC(=O)C(=CC1CCCC1)c1ccc(Cl)c(Cl)c1, [Li+], C1CCOC1, [OH-]. Yields the product O=C(O)C(=CC1CCCC1)c1ccc(Cl)c(Cl)c1. Reaction SMILES: [CH3:1][O:2][C:3]([C:4](=[CH:5][CH:6]1[CH2:7][CH2:8][CH2:9][CH2:10]1)[c:11]1[cH:12][c:13]([Cl:18])[c:14]([Cl:17])[cH:15][cH:16]1)=[O:19].[Li+:20].[O:22]1[CH2:23][CH2:24][CH2:25][CH2:26]1.[OH-:21]>>[O:2]=[C:3]([C:4](=[CH:5][CH:6]1[CH2:7][CH2:8][CH2:9][CH2:10]1)[c:11]1[cH:12][c:13]([Cl:18])[c:14]([Cl:17])[cH:15][cH:16]1)[OH:19].